From a dataset of the Open Reaction Database (ORD), a public repository of structured organic reaction records. describe an organic reaction: reactants, conditions, products, and yield Yields the product ClCC1=CC=CC=2C=C(OC21)C2=CC=CC=C2 (7-chloromethyl-2-phenylbenzofuran). Conditions: time 30 minute. Reported procedure: Thionyl chloride (0.65 ml) is added to a mixture of 7-hydroxymethyl-2-phenylbenzofuran (1.0 g), pyridine (0.38 ml) and methylene chloride (8 ml) under ice-cooling, and the mixture is stirred at room temperature for 30 minutes. The mixture is concentrated under reduced pressure to remove solvent, and the residue is dissolved in ethyl acetate. The solution is washed with water, dried and concentrated under reduced pressure to remove solvent. The residue is recrystallized from n-hexane, whereby 7-c... The reactants are S(=O)(Cl)Cl (Thionyl chloride), OCC1=CC=CC=2C=C(OC21)C2=CC=CC=C2 (7-hydroxymethyl-2-phenylbenzofuran), N1=CC=CC=C1 (pyridine). The solvent is C(Cl)Cl (methylene chloride). Isolated yield 83.0%. As a reaction SMILES: S(Cl)([Cl:3])=O.O[CH2:6][C:7]1[C:15]2[O:14][C:13]([C:16]3[CH:21]=[CH:20][CH:19]=[CH:18][CH:17]=3)=[CH:12][C:11]=2[CH:10]=[CH:9][CH:8]=1.N1C=CC=CC=1>C(Cl)Cl>[Cl:3][CH2:6][C:7]1[C:15]2[O:14][C:13]([C:16]3[CH:21]=[CH:20][CH:19]=[CH:18][CH:17]=3)=[CH:12][C:11]=2[CH:10]=[CH:9][CH:8]=1. As a reaction SMILES: [CH2:1]([C:5]1[N:9]([CH2:10][C:11]2[CH:16]=[CH:15][C:14]([C:17]3[C:18]([C:23]([O:25]C(C)(C)C)=[O:24])=[CH:19][CH:20]=[CH:21][CH:22]=3)=[CH:13][CH:12]=2)[C:8]2[CH:30]=[CH:31][CH:32]=[C:33]([N+:34]([O-:36])=[O:35])[C:7]=2[N:6]=1)[CH2:2][CH2:3][CH3:4].FC(F)(F)C(O)=O.C(Cl)Cl>>[CH2:1]([C:5]1[N:9]([CH2:10][C:11]2[CH:12]=[CH:13][C:14]([C:17]3[C:18]([C:23]([OH:25])=[O:24])=[CH:19][CH:20]=[CH:21][CH:22]=3)=[CH:15][CH:16]=2)[C:8]2[CH:30]=[CH:31][CH:32]=[C:33]([N+:34]([O-:36])=[O:35])[C:7]=2[N:6]=1)[CH2:2][CH2:3][CH3:4] |f:1.2|. Procedure: Prepared in analogous manner to Example 9 from tert.butyl 4'-[(2-n-butyl-4-nitrobenzimidazol-1-yl)-methyl]biphenyl-2-carboxylate and trifluoroacetic acid/methylene chloride. Starting materials: C(CCC)C1=NC2=C(N1CC1=CC=C(C=C1)C=1C(=CC=CC1)C(=O)OC(C)(C)C)C=CC=C2[N+](=O)[O-] (tert.butyl 4'-[(2-n-butyl-4-nitrobenzimidazol-1-yl)-methyl]biphenyl-2-carboxylate), FC(C(=O)O)(F)F.C(Cl)Cl (trifluoroacetic acid methylene chloride). Yields the product C(CCC)C1=NC2=C(N1CC1=CC=C(C=C1)C=1C(=CC=CC1)C(=O)O)C=CC=C2[N+](=O)[O-] (4'-[(2-n-Butyl-4-nitrobenzimidazol-1-yl)-methyl]biphenyl-2-carboxylic acid).